This data is from the Open Reaction Database (ORD), a public repository of structured organic reaction records. The task is: describe an organic reaction: reactants, conditions, products, and yield Starting materials: C(CC1=CC=CC=C1)N (phenethylamine), ClC=1C2=C(N=C(N1)C1=NC=CN=C1)SC(=C2)Cl (4-chloro-2-(pyrazin-2-yl)-6-chloro-thieno-[2,3-d]-pyrimidine). The product is C(CC1=CC=CC=C1)NC=1C2=C(N=CN1)SC(=C2)Cl (4-phenethylamino-6-chloro-thieno-[2,3-d]-pyrimidine). Reaction SMILES: [CH2:1]([NH2:9])[CH2:2][C:3]1[CH:8]=[CH:7][CH:6]=[CH:5][CH:4]=1.Cl[C:11]1[C:12]2[CH:25]=[C:24]([Cl:26])[S:23][C:13]=2[N:14]=[C:15](C2C=NC=CN=2)[N:16]=1>>[CH2:1]([NH:9][C:11]1[C:12]2[CH:25]=[C:24]([Cl:26])[S:23][C:13]=2[N:14]=[CH:15][N:16]=1)[CH2:2][C:3]1[CH:8]=[CH:7][CH:6]=[CH:5][CH:4]=1. Reported procedure: With the procedure of Example 1, the reaction of phenethylamine with 4-chloro-2-(pyrazin-2-yl)-6-chloro-thieno-[2,3-d]-pyrimidine yields 2-pyrazin-2-yl)-4-phenethylamino-6-chloro-thieno-[2,3-d]-pyrimidine.